From a dataset of the Open Reaction Database (ORD), a public repository of structured organic reaction records. describe an organic reaction: reactants, conditions, products, and yield Reactants: NC=1C(=C(C(=O)OC)C=C(C1)C(F)(F)F)C (methyl 3-amino-2-methyl-5-(trifluoromethyl)benzoate), C(C1=CC=CC=C1)N1[C@@H](CC(C[C@@H]1C)=O)C ((2R,6S)-1-benzyl-2,6-dimethylpiperidin-4-one), C(=O)(O)[O-].[Na+] (NaHCO3), C(C)(=O)O[BH-](OC(C)=O)OC(C)=O.[Na+] (sodium triacetoxyborohydride). Run in C1CCOC1 (THF), C(=O)(C(F)(F)F)O (TFA). Reaction conditions: temperature 60 celsius, time 1 hour. The product is C(C1=CC=CC=C1)N1[C@@H](CC(C[C@H]1C)NC=1C(=C(C(=O)OC)C=C(C1)C(F)(F)F)C)C (Methyl 3-{[(2R*,6R*)-1-benzyl-2,6-dimethylpiperidin-4-yl]amino}-2-methyl-5-(trifluoromethyl)benzoate). The yield is 37.0%. As a reaction SMILES: [NH2:1][C:2]1[C:3]([CH3:16])=[C:4]([CH:9]=[C:10]([C:12]([F:15])([F:14])[F:13])[CH:11]=1)[C:5]([O:7][CH3:8])=[O:6].[CH2:17]([N:24]1[C@@H:29]([CH3:30])[CH2:28][C:27](=O)[CH2:26][C@H:25]1[CH3:32])[C:18]1[CH:23]=[CH:22][CH:21]=[CH:20][CH:19]=1.C(O[BH-](OC(=O)C)OC(=O)C)(=O)C.[Na+].C([O-])(O)=O.[Na+]>C1COCC1.C(O)(C(F)(F)F)=O>[CH2:17]([N:24]1[C@H:29]([CH3:30])[CH2:28][CH:27]([NH:1][C:2]2[C:3]([CH3:16])=[C:4]([CH:9]=[C:10]([C:12]([F:13])([F:14])[F:15])[CH:11]=2)[C:5]([O:7][CH3:8])=[O:6])[CH2:26][C@H:25]1[CH3:32])[C:18]1[CH:23]=[CH:22][CH:21]=[CH:20][CH:19]=1 |f:2.3,4.5|. Procedure: To a stirred solution of methyl 3-amino-2-methyl-5-(trifluoromethyl)benzoate (400 mg, 1.72 mmol) in THF (15 mL) and TFA (491 uL) was added (2R,6S)-1-benzyl-2,6-dimethylpiperidin-4-one (410 mg, 1.89 mmol) at 0° C. The mixture was stirred at 60° C. for 1 hour under nitrogen atmosphere. Then the mixture was cooled to 0° C. in an ice bath, sodium triacetoxyborohydride (765 mg, 3.43 mmol) was added. The reaction mixture was stirred at 23° C. for 2 hours. Then aq. NaHCO3 was added at 0° C. until pH8-9... Starting materials: OC1=CC=C(C(=O)O)C=C1 (4-Hydroxybenzoic acid), Cl[O-].[Na+] (Sodium hypochlorite), [Na+].[I-] (NaI), [OH-].[Na+] (NaOH), [O-]S(=O)(=S)[O-].[Na+].[Na+] (Na2S2O3), Cl (HCl). Run in O (water), CO (MeOH). Reaction conditions: temperature 0 celsius, time 1 hour. The product is OC1=C(C=C(C(=O)O)C=C1)I (4-hydroxy-3-iodobenzoic acid). Yield: 90.3%. As a reaction SMILES: [OH:1][C:2]1[CH:10]=[CH:9][C:5]([C:6]([OH:8])=[O:7])=[CH:4][CH:3]=1.[Na+].[I-:12].[OH-].[Na+].Cl[O-].[Na+].[O-]S([O-])(=S)=O.[Na+].[Na+].Cl>CO.O>[OH:1][C:2]1[CH:10]=[CH:9][C:5]([C:6]([OH:8])=[O:7])=[CH:4][C:3]=1[I:12] |f:1.2,3.4,5.6,7.8.9|. Procedure: 4-Hydroxybenzoic acid (34.5 g, 250 mmol) is suspended in MeOH (500 mL), treated with NaI (34.5 g, 250 mmol) and NaOH (20 g, 500 mmol) and cooled to 0° C. Sodium hypochlorite (Clorox bleach) (423 mL, 250 mmol) is added slowly drop-wise at 0-5° C. and the mixture is stirred for 1 h. The mixture is treated with saturated Na2S2O3 (135 mL) and water (135 mL) and stirred overnight as the cooling bath expired. The mixture is acidified to pH 3.5 with concentrated HCl and the resulting precipitate filter... Starting materials: C(C)N(C(=O)C1CC1)C=1C=NN2C1C=CC=C2 (N-ethyl-N-pyrazolo[1,5-a]pyridin-3-ylcyclopropanecarboxamide), [H-].[H-].[H-].[H-].[Li+].[Al+3] (LiAlH4), O (H2O), [OH-].[Na+] (NaOH), O (H2O). Solvent: C1CCOC1 (THF), C1CCOC1 (THF). Reaction conditions: time 16 hour. The product is C1(CC1)CN(C=1C=NN2C1C=CC=C2)CC (N-(cyclopropylmethyl)-N-ethylpyrazolo[1,5-a]pyridin-3-amine). Isolated yield 41.5%. Reaction SMILES: [H-].[H-].[H-].[H-].[Li+].[Al+3].[CH2:7]([N:9]([C:15]1[CH:16]=[N:17][N:18]2[CH:23]=[CH:22][CH:21]=[CH:20][C:19]=12)[C:10]([CH:12]1[CH2:14][CH2:13]1)=O)[CH3:8].O.[OH-].[Na+]>C1COCC1>[CH:12]1([CH2:10][N:9]([CH2:7][CH3:8])[C:15]2[CH:16]=[N:17][N:18]3[CH:23]=[CH:22][CH:21]=[CH:20][C:19]=23)[CH2:13][CH2:14]1 |f:0.1.2.3.4.5,8.9|. Reported procedure: To a suspension of LiAlH4 (0.70 g, 18.5 mmol) in THF (2.0 mL) was added a solution of N-ethyl-N-pyrazolo[1,5-a]pyridin-3-ylcyclopropanecarboxamide (0.77 g, 3.36 mmol) in THF (5.0 mL) at room temperature and stirred for 16 h. H2O (0.70 mL), 15% NaOH (0.70 mL) and H2O (2.1 mL) were added sequentially. Celite was added and filtered. The filtrate was concentrated in vacuo to dryness and the residue was subjected to column chromatography (E:H=1:4) to give 0.30 g (42%) of yellow oil as the title compo... The reactants are C1CCOC1, Cc1cc(C2(c3ccnc(Cl)c3)N=C(N)c3c(F)cccc32)cc(C(F)F)n1, [Na+], [Na+], O=C([O-])[O-], OB(O)c1cncnc1. Yields the product Cc1cc(C2(c3ccnc(-c4cncnc4)c3)N=C(N)c3c(F)cccc32)cc(C(F)F)n1. Reaction SMILES: [CH2:44]1[O:45][CH2:46][CH2:47][CH2:48]1.[Cl:1][c:2]1[n:3][cH:4][cH:5][c:6]([C:8]2([c:19]3[cH:20][c:21]([CH:26]([F:27])[F:28])[n:22][c:23]([CH3:25])[cH:24]3)[N:9]=[C:10]([NH2:18])[c:11]3[c:12]([F:17])[cH:13][cH:14][cH:15][c:16]32)[cH:7]1.[Na+:38].[Na+:39].[O-:40][C:41](=[O:42])[O-:43].[n:29]1[cH:30][n:31][cH:32][c:33]([B:35]([OH:36])[OH:37])[cH:34]1>>[c:2]1(-[c:33]2[cH:32][n:31][cH:30][n:29][cH:34]2)[n:3][cH:4][cH:5][c:6]([C:8]2([c:19]3[cH:20][c:21]([CH:26]([F:27])[F:28])[n:22][c:23]([CH3:25])[cH:24]3)[N:9]=[C:10]([NH2:18])[c:11]3[c:12]([F:17])[cH:13][cH:14][cH:15][c:16]32)[cH:7]1. The reactants are N1=CC=CC=C1 (pyridine), C(C)OC(=O)N1CC2=CC3=C(C(=C2CC1)N)C=CC=C3 (5-amino-1,2,3,4-tetrahydrobenzo[g]isoquinolin-2-ylcarboxylic acid ethyl ester), S(=O)(=O)(OC)OC (dimethyl sulphate). Solvent: O (water), O (water). Conditions: time 8 hour. Product: N1(C=CC=C1)C1=C2CCNCC2=CC2=C1C=CC=C2 (5-(1-pyrrolyl)-1,2,3,4-tetrahydrobenzo[g]isoquinoline). Reaction SMILES: N1C=[CH:5][CH:4]=[CH:3][CH:2]=1.C(OC([N:12]1[CH2:21][CH2:20][C:19]2[C:14](=[CH:15][C:16]3[CH:26]=[CH:25][CH:24]=[CH:23][C:17]=3[C:18]=2[NH2:22])[CH2:13]1)=O)C.S(OC)(OC)(=O)=O>O>[N:22]1([C:18]2[C:17]3[CH:23]=[CH:24][CH:25]=[CH:26][C:16]=3[CH:15]=[C:14]3[C:19]=2[CH2:20][CH2:21][NH:12][CH2:13]3)[CH:5]=[CH:4][CH:3]=[CH:2]1. Procedure: 3 ml of pyridine are added to a mixture of 27.0 g of 5-amino-1,2,3,4-tetrahydrobenzo[g]isoquinolin-2-ylcarboxylic acid ethyl ester in 50 ml of water. 50.4 g of dimethyl sulphate are added dropwise to this mixture within 10 minutes and the mixture is stirred for 8 hours at 55° - 60°. The resulting clear solution is diluted with 100 ml of water, and is extracted several times with chloroform. The extracts are washed neutral with water, are dried over sodium sulphate and concentrated by evaporation... The reactants are S(=O)(=O)(OC)OC (Dimethyl sulfate), CC(C(=O)OC=1C(=NC=NC1O)C(=O)OC)(C)C (Methyl 5-[(2,2-dimethylpropanoyl)oxy]-6-hydroxypyrimidine-4-carboxylate), C([O-])([O-])=O.[Cs+].[Cs+] (cesium carbonate). Run in C1CCOC1 (THF). Product: CC(C(=O)OC1=C(N=CN(C1=O)C)C(=O)OC)(C)C (Methyl 5-[(2,2-dimethylpropanoyl)oxy]-1-methyl-6-oxo-1,6-dihydropyrimidine-4-carboxylate). Reaction SMILES: S(OC)(O[CH3:5])(=O)=O.[CH3:8][C:9]([CH3:25])([CH3:24])[C:10]([O:12][C:13]1[C:14]([C:20]([O:22][CH3:23])=[O:21])=[N:15][CH:16]=[N:17][C:18]=1[OH:19])=[O:11].C(=O)([O-])[O-].[Cs+].[Cs+]>C1COCC1>[CH3:8][C:9]([CH3:25])([CH3:24])[C:10]([O:12][C:13]1[C:18](=[O:19])[N:17]([CH3:5])[CH:16]=[N:15][C:14]=1[C:20]([O:22][CH3:23])=[O:21])=[O:11] |f:2.3.4|. Reported procedure: Dimethyl sulfate (1.5 eq.) was added to a solution of the product of Step 3 (1 eq.) in THF containing cesium carbonate (1.5 eq.). The reaction was carried out at 50° C. for thirty minutes. The solvent was evaporated and the resulting oil was dissolved in ethyl acetate, washed with 1N HCl solution. The crude title compound was recovered as yellow solid and used in the next step without purification. The reactants are C(C)(C)(C)OC(=O)NC1=C(C=C(C(=O)OCC)C=C1)B1OC(C(O1)(C)C)(C)C (ethyl 4-(tert-butoxycarbonylamino)-3-(4,4,5,5-tetramethyl-1,3,2-dioxaborolan-2-yl)benzoate), BrC=1C(=NC=CC1)C#N (3-bromopicolino-nitrile), tetrakis(triphenyl-phosphine)palladium, C([O-])([O-])=O.[K+].[K+] (potassium carbonate), C1(=CC=CC=C1)C.C(C)O (toluene ethanol), C(C)(=O)OCC (ethyl acetate). Solvent: CCCCCC (hexane), CO (methanol), ClCCl (dichloromethane), O (water). Run at temperature 100 celsius. The product is NC1=NC2=C(C=3C=CC=NC13)C=C(C=C2)C(=O)OCC (ethyl 5-aminobenzo[f][1,7]naphthyridine-9-carboxylate). As a reaction SMILES: C(OC([NH:8]C1C=CC(C(OCC)=O)=CC=1B1OC(C)(C)C(C)(C)O1)=O)(C)(C)C.Br[C:30]1[C:31]([C:36]#[N:37])=[N:32][CH:33]=[CH:34][CH:35]=1.C(=O)([O-])[O-].[K+].[K+].[C:44]([O:47][CH2:48][CH3:49])(=[O:46])[CH3:45].[C:50]1(C)[CH:55]=[CH:54]C=[CH:52][CH:51]=1.C(O)C>CO.ClCCl.O.CCCCCC>[NH2:8][C:36]1[C:31]2[N:32]=[CH:33][CH:34]=[CH:35][C:30]=2[C:51]2[CH:52]=[C:45]([C:44]([O:47][CH2:48][CH3:49])=[O:46])[CH:54]=[CH:55][C:50]=2[N:37]=1 |f:2.3.4,6.7|. Reported procedure: A solution of ethyl 4-(tert-butoxycarbonylamino)-3-(4,4,5,5-tetramethyl-1,3,2-dioxaborolan-2-yl)benzoate (from step 2) (1.0 eq.) and 3-bromopicolino-nitrile (1.0 eq.) in toluene/ethanol (10:1, 0.23 M) was mixed with tetrakis(triphenyl-phosphine)palladium (5 mol %) and anhydrous potassium carbonate (2.0 eq.). The reaction was heated to 100° C. and stiffed overnight. After cooling to ambient temperature, the reaction content was diluted with 2% methanol in dichloromethane and water. The two phases...